This data is from the Open Reaction Database (ORD), a public repository of structured organic reaction records. The task is: describe an organic reaction: reactants, conditions, products, and yield Starting materials: Cc1ccccc1, CN(C)C=O, O=S(Cl)Cl, O=C(O)c1ccc2nonc2c1. Yields the product O=C(Cl)c1ccc2nonc2c1. Reaction SMILES: [CH3:22][c:23]1[cH:24][cH:25][cH:26][cH:27][cH:28]1.[O:17]=[CH:18][N:19]([CH3:20])[CH3:21].[S:13]([Cl:14])([Cl:15])=[O:16].[n:1]1[o:2][n:3][c:4]2[c:5]1[cH:6][cH:7][c:8]([C:10](=[O:11])[OH:12])[cH:9]2>>[n:1]1[o:2][n:3][c:4]2[c:5]1[cH:6][cH:7][c:8]([C:10](=[O:12])[Cl:15])[cH:9]2. Reactants: CC(C)(C)OC(=O)NCCc1ccc(N)cc1, C=CCBr, CN(C)C=O. The product is C=CCN(CCc1ccc(N)cc1)C(=O)OC(C)(C)C. As a reaction SMILES: [C:1]([CH3:2])([CH3:3])([CH3:4])[O:5][C:6]([NH:7][CH2:8][CH2:9][c:10]1[cH:11][cH:12][c:13]([NH2:16])[cH:14][cH:15]1)=[O:17].[CH2:18]([CH:19]=[CH2:20])[Br:21].[CH3:22][N:23]([CH3:24])[CH:25]=[O:26]>>[C:1]([CH3:2])([CH3:3])([CH3:4])[O:5][C:6]([N:7]([CH2:8][CH2:9][c:10]1[cH:11][cH:12][c:13]([NH2:16])[cH:14][cH:15]1)[CH2:20][CH:19]=[CH2:18])=[O:17].